This data is from the Open Reaction Database (ORD), a public repository of structured organic reaction records. The task is: describe an organic reaction: reactants, conditions, products, and yield The product is Cl.ClC1=CC2=C(C=CCN=C2C2=CC=CC=C2)C=C1 (8-Chloro-1-phenyl-3H-2-benzazepine hydrochloride). Solvent: C(C)O (ethanol). Procedure: A mixture of 6 g (15 mmole) of 1-[4-chloro-2-benzoylphenyl]-3-phthalimidopropene, 0.9 g (18 mmole) of 85% hydrazine hydrate and 70 ml of 95% ethanol was refluxed for 2.5 hr. The insoluble precipitate formed was separated by filtration. The filtrate was acidified with ice cold dilute hydrochloric acid and extracted with ether. The aqueous layer was separated, made alkaline with dilute sodium hydroxide and extracted with methylene chloride. The methylene chloride solution was dried over anhydrous ... As a reaction SMILES: [Cl:1][C:2]1[CH:7]=[CH:6][C:5]([CH:8]=[CH:9][CH2:10][N:11]2[C:15](=O)[C:14]3=[CH:17][CH:18]=[CH:19][CH:20]=[C:13]3C2=O)=[C:4](C(=O)C2C=CC=CC=2)[CH:3]=1.O.NN>C(O)C>[ClH:1].[Cl:1][C:2]1[CH:3]=[CH:4][C:5]2[CH:8]=[CH:9][CH2:10][N:11]=[C:15]([C:14]3[CH:13]=[CH:20][CH:19]=[CH:18][CH:17]=3)[C:6]=2[CH:7]=1 |f:1.2,4.5|. The reactants are ClC1=CC(=C(C=C1)C=CCN1C(C=2C(C1=O)=CC=CC2)=O)C(C2=CC=CC=C2)=O (1-[4-chloro-2-benzoylphenyl]-3-phthalimidopropene), O.NN (hydrazine hydrate). Starting materials: [OH-].[Na+] (sodium hydroxide), COC1=CC(=CC2=C1C(C1=C(C=C2)C=CC=C1)=O)C(C(=O)OC)C (methyl 2-(4-methoxy-5-oxo-5H-dibenzo[a,d]cyclohepten-2-yl)propionate), O (water). The solvent is O1CCCC1 (tetrahydrofuran). The product is COC1=CC(=CC2=C1C(C1=C(C=C2)C=CC=C1)=O)C(C(=O)O)C (2-(4-methoxy-5-oxo-5H-dibenzo[a,d]cyclohepten-2-yl)-propionic acid). As a reaction SMILES: [CH3:1][O:2][C:3]1[C:8]2[C:9](=[O:18])[C:10]3[CH:17]=[CH:16][CH:15]=[CH:14][C:11]=3[CH:12]=[CH:13][C:7]=2[CH:6]=[C:5]([CH:19]([CH3:24])[C:20]([O:22]C)=[O:21])[CH:4]=1.[OH-].[Na+].O>O1CCCC1>[CH3:1][O:2][C:3]1[C:8]2[C:9](=[O:18])[C:10]3[CH:17]=[CH:16][CH:15]=[CH:14][C:11]=3[CH:12]=[CH:13][C:7]=2[CH:6]=[C:5]([CH:19]([CH3:24])[C:20]([OH:22])=[O:21])[CH:4]=1 |f:1.2|. Procedure details: The product of step (a) is dissolved in tetrahydrofuran (10 ml) and 0.1 N aqueous sodium hydroxide (12 ml) is added. After 30 minutes the solution is added to water and washed with ether. The aqueous layer is acidified with 2 N hydrochloric acid and extracted with ethyl acetate. The extract is dried, evaporated and the residue chromatographed on silica gel (10 g) eluting with hexane:ethyl acetate:acetic acid 60:40:2, to afford dl-2-(4-methoxy-5-oxo-5H-dibenzo[a,d]cyclohepten-2-yl)-propionic acid...